From a dataset of the Open Reaction Database (ORD), a public repository of structured organic reaction records. describe an organic reaction: reactants, conditions, products, and yield Product: CC1=C(C=C(C=C1)NC(=O)C1=CC=CC2=C1OC1=C2C=CC=C1)NC(C1=CC=C(C=C1)OCC=1N=C(SC1)C)=O (N-{4-methyl-3-[4-(2-methylthiazol-4-ylmethoxy)benzamido]phenyl}dibenzofuran-4-carboxamide). Run in C(Cl)Cl (methylene chloride). Procedure: 4-(2-Methylthiazol-4-ylmethoxy)benzoic acid (0.095 g) was added to a stirred mixture of N-(3-amino-4-methylphenyl)dibenzofuran-4-carboxamide (0.12 g), diisopropyethyllamine (0.2 ml), 2-(7-azabenzotriazol-1-yl)-1,1,3,3-tetramethyluronium hexafluorophosphate(V) (0.134 g) and methylene chloride (22 ml) and the mixture was stirred at ambient temperature for 16 hours. The mixture was evaporated and the residue was purified by column chromatography on an ion exchange column (isolute SCX column) using ... RXN SMILES: [CH3:1][C:2]1[S:3][CH:4]=[C:5]([CH2:7][O:8][C:9]2[CH:17]=[CH:16][C:12]([C:13]([OH:15])=O)=[CH:11][CH:10]=2)[N:6]=1.[NH2:18][C:19]1[CH:20]=[C:21]([NH:26][C:27]([C:29]2[C:34]3[O:35][C:36]4[CH:41]=[CH:40][CH:39]=[CH:38][C:37]=4[C:33]=3[CH:32]=[CH:31][CH:30]=2)=[O:28])[CH:22]=[CH:23][C:24]=1[CH3:25]>C(Cl)Cl>[CH3:25][C:24]1[CH:23]=[CH:22][C:21]([NH:26][C:27]([C:29]2[C:34]3[O:35][C:36]4[CH:41]=[CH:40][CH:39]=[CH:38][C:37]=4[C:33]=3[CH:32]=[CH:31][CH:30]=2)=[O:28])=[CH:20][C:19]=1[NH:18][C:13](=[O:15])[C:12]1[CH:11]=[CH:10][C:9]([O:8][CH2:7][C:5]2[N:6]=[C:2]([CH3:1])[S:3][CH:4]=2)=[CH:17][CH:16]=1. Isolated yield 24.6%. Starting materials: CC=1SC=C(N1)COC1=CC=C(C(=O)O)C=C1 (4-(2-Methylthiazol-4-ylmethoxy)benzoic acid), NC=1C=C(C=CC1C)NC(=O)C1=CC=CC2=C1OC1=C2C=CC=C1 (N-(3-amino-4-methylphenyl)dibenzofuran-4-carboxamide), 2-(7-azabenzotriazol-1-yl)-1,1,3,3-tetramethyluronium hexafluorophosphate(V). Conditions: time 16 hour. Starting materials: Nc1ccsc1-c1csc(Cl)n1, O=C(O)Cc1cccc2cnccc12. Product: O=C(Cc1cccc2cnccc12)Nc1ccsc1-c1csc(Cl)n1. RXN SMILES: [Cl:15][c:16]1[s:17][cH:18][c:19](-[c:21]2[s:22][cH:23][cH:24][c:25]2[NH2:26])[n:20]1.[cH:1]1[n:2][cH:3][cH:4][c:5]2[c:6]([CH2:11][C:12](=[O:13])[OH:14])[cH:7][cH:8][cH:9][c:10]12>>[cH:1]1[n:2][cH:3][cH:4][c:5]2[c:6]([CH2:11][C:12](=[O:14])[NH:26][c:25]3[c:21](-[c:19]4[cH:18][s:17][c:16]([Cl:15])[n:20]4)[s:22][cH:23][cH:24]3)[cH:7][cH:8][cH:9][c:10]12. The reactants are BrC=1C=C(C=CC1C)CNC(=O)C1=NC(=CC=C1)C(=O)NCC=1C(=C2C(=NC1CC)N(N=C2)CC)NC2CCOCC2 (N-[(3-bromo-4-methylphenyl)methyl]-N′-{[1,6-diethyl-4-(tetrahydro-2H-pyran-4-ylamino)-1H-pyrazolo[3,4-b]pyridin-5-yl]methyl}-2,6-pyridinedicarboxamide), C[C@@H]1N(CCN(C1)CC1=CC(=CC=C1)B1OC(C(O1)(C)C)(C)C)C(=O)OC(C)(C)C (1,1-dimethylethyl (2S)-2-methyl-4-{[3-(4,4,5,5-tetramethyl-1,3,2-dioxaborolan-2-yl)phenyl]methyl}-1-piperazinecarboxylate), C(=O)([O-])[O-].[Na+].[Na+] (Na2CO3). Run in O1CCOCC1 (1,4-dioxane), O (water). The product is C(C)N1N=CC=2C1=NC(=C(C2NC2CCOCC2)CNC(=O)C2=CC=CC(=N2)C(=O)NCC=2C=CC(=C(C2)C2=CC(=CC=C2)CN2C[C@@H](N(CC2)C(=O)OC(C)(C)C)C)C)CC (1,1-dimethylethyl (2S)-4-[(5′-{[({6-[({[1,6-diethyl-4-(tetrahydro-2H-pyran-4-ylamino)-1H-pyrazolo[3,4-b]pyridin-5-yl]methyl}amino)carbonyl]-2-pyridinyl}carbonyl)amino]methyl}-2′-methyl-3-biphenylyl)methyl]-2-methyl-1-piperazinecarboxylate). Procedure details: A mixture of N-[(3-bromo-4-methylphenyl)methyl]-N′-{[1,6-diethyl-4-(tetrahydro-2H-pyran-4-ylamino)-1H-pyrazolo[3,4-b]pyridin-5-yl]methyl}-2,6-pyridinedicarboxamide (100 mg, 0.158 mmol), 1,1-dimethylethyl (2S)-2-methyl-4-{[3-(4,4,5,5-tetramethyl-1,3,2-dioxaborolan-2-yl)phenyl]methyl}-1-piperazinecarboxylate (65.6 mg, 0.158 mmol), Na2CO3 (50.1 mg, 0.473 mmol) and PdCl2(dppf) (11.53 mg, 0.016 mmol) was diluted in a mixture of 1,4-dioxane (3 mL) and water (1 mL) in a 2-5 mL Biotage microwave reactio... Reaction conditions: temperature 100 celsius. The reagents and catalysts are C1=CC=C(C=C1)P([C-]2C=CC=C2)C3=CC=CC=C3.C1=CC=C(C=C1)P([C-]2C=CC=C2)C3=CC=CC=C3.Cl[Pd]Cl.[Fe+2] (PdCl2(dppf)). RXN SMILES: Br[C:2]1[CH:3]=[C:4]([CH2:9][NH:10][C:11]([C:13]2[CH:18]=[CH:17][CH:16]=[C:15]([C:19]([NH:21][CH2:22][C:23]3[C:24]([NH:36][CH:37]4[CH2:42][CH2:41][O:40][CH2:39][CH2:38]4)=[C:25]4[CH:33]=[N:32][N:31]([CH2:34][CH3:35])[C:26]4=[N:27][C:28]=3[CH2:29][CH3:30])=[O:20])[N:14]=2)=[O:12])[CH:5]=[CH:6][C:7]=1[CH3:8].[CH3:43][C@H:44]1[CH2:49][N:48]([CH2:50][C:51]2[CH:56]=[CH:55][CH:54]=[C:53](B3OC(C)(C)C(C)(C)O3)[CH:52]=2)[CH2:47][CH2:46][N:45]1[C:66]([O:68][C:69]([CH3:72])([CH3:71])[CH3:70])=[O:67].C([O-])([O-])=O.[Na+].[Na+]>O1CCOCC1.O.C1C=CC(P(C2C=CC=CC=2)[C-]2C=CC=C2)=CC=1.C1C=CC(P(C2C=CC=CC=2)[C-]2C=CC=C2)=CC=1.Cl[Pd]Cl.[Fe+2]>[CH2:34]([N:31]1[C:26]2=[N:27][C:28]([CH2:29][CH3:30])=[C:23]([CH2:22][NH:21][C:19]([C:15]3[N:14]=[C:13]([C:11]([NH:10][CH2:9][C:4]4[CH:5]=[CH:6][C:7]([CH3:8])=[C:2]([C:55]5[CH:54]=[CH:53][CH:52]=[C:51]([CH2:50][N:48]6[CH2:47][CH2:46][N:45]([C:66]([O:68][C:69]([CH3:72])([CH3:71])[CH3:70])=[O:67])[C@@H:44]([CH3:43])[CH2:49]6)[CH:56]=5)[CH:3]=4)=[O:12])[CH:18]=[CH:17][CH:16]=3)=[O:20])[C:24]([NH:36][CH:37]3[CH2:42][CH2:41][O:40][CH2:39][CH2:38]3)=[C:25]2[CH:33]=[N:32]1)[CH3:35] |f:2.3.4,7.8.9.10|. The product is FC1=CC2=C(C(=NO2)C2=CC=C(C=C2)O)C=C1 (4-(6-fluoro-benzo[d]isoxazol-3-yl)-phenol). Isolated yield 83.4%. As a reaction SMILES: B(Br)(Br)Br.[F:5][C:6]1[CH:22]=[CH:21][C:9]2[C:10]([C:13]3[CH:18]=[CH:17][C:16]([O:19]C)=[CH:15][CH:14]=3)=[N:11][O:12][C:8]=2[CH:7]=1.CO>ClCCl.C(O)(C)C>[F:5][C:6]1[CH:22]=[CH:21][C:9]2[C:10]([C:13]3[CH:14]=[CH:15][C:16]([OH:19])=[CH:17][CH:18]=3)=[N:11][O:12][C:8]=2[CH:7]=1. Procedure: Add a 1.0 M solution of boron tribromide (2.31 L, 2.31 mol) in dichloromethane (1.87 L) to a cold (0° C.) solution of 6-fluoro-3-(4-methoxy-phenyl)-benzo[d]isoxazole (187.2 g, 0.77 mol) in dichloromethane, over ˜2 hours. Warm to room temperature overnight. Cool reaction mixture to ˜3° C. and add methanol (4 L) over a period of time of 1 hour, keeping the temperature of the reaction mixture at 3-10° C. Gas evolution occurs. Concentrate (40-50° C., 50 torr) reaction mixture to give a gray solid. H... Run at time 2 hour. Reactants: CO (methanol), solution, B(Br)(Br)Br (boron tribromide), FC1=CC2=C(C(=NO2)C2=CC=C(C=C2)OC)C=C1 (6-fluoro-3-(4-methoxy-phenyl)-benzo[d]isoxazole). The solvent is C(C)(C)O (isopropyl alcohol), ClCCl (dichloromethane), ClCCl (dichloromethane). The reactants are O (water), ClC1=CC=C2C(=N1)NC(C2)=O (6-chloro-1,3-dihydro-pyrrolo[2,3-b]pyridin-2-one), CN(C)C=O (DMF), CI (methyl iodide), CC(C)([O-])C.[K+] (potassium t-butoxide). Conditions: temperature 5 celsius, time 1 hour. Product: ClC1=CC=C2C(=N1)N(C(C2(C)C)=O)C (6-chloro-1,3,3-trimethyl-1,3-dihydro-pyrrolo[2,3-b]pyridin-2-one). RXN SMILES: [Cl:1][C:2]1[N:7]=C2N[C:9](=O)[CH2:10][C:5]2=[CH:4][CH:3]=1.[CH3:12]C(C)([O-])C.[K+].CI.O.[CH3:21][N:22]([CH:24]=[O:25])[CH3:23]>>[Cl:1][C:2]1[N:7]=[C:21]2[N:22]([CH3:23])[C:24](=[O:25])[C:10]([CH3:9])([CH3:12])[C:5]2=[CH:4][CH:3]=1 |f:1.2|. Procedure details: A solution of 0.25 g (1.5 mmol) 6-chloro-1,3-dihydro-pyrrolo[2,3-b]pyridin-2-one (WO9910349 A1) was dissolved in 5 ml of DMF and cooled to 5° C. To this solution was added 4.5 ml (4.5 mmol) of potassium t-butoxide (1M solution in THF) followed by 0.37 ml (6.0 mmol) of methyl iodide. The reaction mixture was stirred at 5° C. for 1 hour. The reaction mixture was poured into 50 ml of water and extracted with ethyl acetate. The ethyl acetate extract was dried (Na2SO4) and evaporated to yield 0.25 g ... The reactants are CC(C)(C)[Si](C)(C)OCc1cccc(SC2CCCC2)c1, C1CCOC1, CCCC[N+](CCCC)(CCCC)CCCC, [F-]. The product is OCc1cccc(SC2CCCC2)c1. RXN SMILES: [C:19]([Si:20]([CH3:21])([CH3:22])[O:26][CH2:27][c:28]1[cH:29][c:30]([S:34][CH:35]2[CH2:36][CH2:37][CH2:38][CH2:39]2)[cH:31][cH:32][cH:33]1)([CH3:23])([CH3:24])[CH3:25].[CH2:40]1[O:41][CH2:42][CH2:43][CH2:44]1.[CH3:2][CH2:3][CH2:4][CH2:5][N+:6]([CH2:7][CH2:8][CH2:9][CH3:10])([CH2:11][CH2:12][CH2:13][CH3:14])[CH2:15][CH2:16][CH2:17][CH3:18].[F-:1]>>[OH:26][CH2:27][c:28]1[cH:29][c:30]([S:34][CH:35]2[CH2:36][CH2:37][CH2:38][CH2:39]2)[cH:31][cH:32][cH:33]1. Reactants: BrC1=CC=C2C(=C(C=NC2=C1)N)NCC(C)C (7-bromo—N4-isobutylquinoline-3,4-diamine), C(C)OCC(=O)Cl (ethoxyacetyl chloride). Solvent: N1=CC=CC=C1 (pyridine). Reaction conditions: time 3.5 hour. The product is BrC=1C=CC=2C3=C(C=NC2C1)N=C(N3CC(C)C)COCC (7-bromo-2-ethoxymethyl-1-isobutyl-1H-imidazo[4,5-c]quinoline). Isolated yield 41.1%. As a reaction SMILES: [Br:1][C:2]1[CH:11]=[C:10]2[C:5]([C:6]([NH:13][CH2:14][CH:15]([CH3:17])[CH3:16])=[C:7]([NH2:12])[CH:8]=[N:9]2)=[CH:4][CH:3]=1.[CH2:18]([O:20][CH2:21][C:22](Cl)=O)[CH3:19]>N1C=CC=CC=1>[Br:1][C:2]1[CH:3]=[CH:4][C:5]2[C:6]3[N:13]([CH2:14][CH:15]([CH3:17])[CH3:16])[C:19]([CH2:18][O:20][CH2:21][CH3:22])=[N:12][C:7]=3[CH:8]=[N:9][C:10]=2[CH:11]=1. Procedure details: A solution of 7-bromo—N4-isobutylquinoline-3,4-diamine (85 g, prepared according to Part F of Example 1) in anhydrous pyridine (413 mL) was immersed in an ice bath, and ethoxyacetyl chloride (36.9 g, 300 mmol) was added. The reaction was allowed to warm to room temperature and was then heated in an oil bath held at 85° C. for 3.5 h. The reaction mixture was concentrated under vacuum, and the residue was taken up in diethyl ether and washed with 2M Na2CO3 (2×) followed by H2O (1×). The organic la...